This data is from the Open Reaction Database (ORD), a public repository of structured organic reaction records. The task is: describe an organic reaction: reactants, conditions, products, and yield Starting materials: ClC1=CC(=C(C=C1OCCO)N1C(N(C(=CC1=O)C(F)(F)F)C)=O)F (3-[4-chloro-2-fluoro-5-(2-hydroxyethoxy)-phenyl]-1-methyl-6 -trifluoromethyl-2,4(1H,3H)-pyrimidinedione), C(C)(=O)Cl (acetyl chloride), N1=CC=CC=C1 (pyridine). Solvent: C(C)OCC (diethyl ether). The product is C(C)(=O)OCCOC1=C(C=C(C(=C1)N1C(N(C(=CC1=O)C(F)(F)F)C)=O)F)Cl (2-{2-chloro-5-[3,6-dihydro-2,6-dioxo-3-methyl-4-trifluoromethyl-1(2H) -pyrimidinyl]-4-fluorophenoxy}-ethyl acetate). As a reaction SMILES: [Cl:1][C:2]1[C:7]([O:8][CH2:9][CH2:10][OH:11])=[CH:6][C:5]([N:12]2[C:17](=[O:18])[CH:16]=[C:15]([C:19]([F:22])([F:21])[F:20])[N:14]([CH3:23])[C:13]2=[O:24])=[C:4]([F:25])[CH:3]=1.[C:26](Cl)(=[O:28])[CH3:27].N1C=CC=CC=1>C(OCC)C>[C:26]([O:11][CH2:10][CH2:9][O:8][C:7]1[CH:6]=[C:5]([N:12]2[C:17](=[O:18])[CH:16]=[C:15]([C:19]([F:22])([F:21])[F:20])[N:14]([CH3:23])[C:13]2=[O:24])[C:4]([F:25])=[CH:3][C:2]=1[Cl:1])(=[O:28])[CH3:27]. Reported procedure: using 3-[4-chloro-2-fluoro-5-(2-hydroxyethoxy)-phenyl]-1-methyl-6 -trifluoromethyl-2,4(1H,3H)-pyrimidinedione and acetyl chloride with pyridine in diethyl ether there is obtained 2-{2-chloro-5-[3,6-dihydro-2,6-dioxo-3-methyl-4-trifluoromethyl-1(2H) -pyrimidinyl]-4-fluorophenoxy}-ethyl acetate, m.p. 88°-90° C.; Reactants: ClC(C(=O)O)(CC1=C(C=C(C(=C1)F)N1C(N(C(=CC1=O)C(F)(F)F)C)=O)[N+](=O)[O-])C(F)(F)F (2-chloro-2-trifluoromethyl-3-[5-fluoro-2-nitro-4-(1-methyl-6-trifluoromethyl-2,4(1H,3H)-pyrimidinedion-3-yl)phenyl]propanoic acid), O (water). The reagents and catalysts are [Fe] (iron). The solvent is C(C)(=O)O (acetic acid). Product: ClC1(C(NC2=CC(=C(C=C2C1)F)N1C(N(C(=CC1=O)C(F)(F)F)C)=O)=O)C(F)(F)F (3-(3-chloro-6-fluoro-3,4-dihydro-3-trifluoromethylquinolin-2-on-7-yl)-1-methyl-6-trifluoromethyluracil). Isolated yield 53.5%. Reaction SMILES: [Cl:1][C:2]([C:30]([F:33])([F:32])[F:31])([CH2:6][C:7]1[CH:12]=[C:11]([F:13])[C:10]([N:14]2[C:19](=[O:20])[CH:18]=[C:17]([C:21]([F:24])([F:23])[F:22])[N:16]([CH3:25])[C:15]2=[O:26])=[CH:9][C:8]=1[N+:27]([O-])=O)[C:3](O)=[O:4].O>C(O)(=O)C.[Fe]>[Cl:1][C:2]1([C:30]([F:33])([F:32])[F:31])[CH2:6][C:7]2[C:8](=[CH:9][C:10]([N:14]3[C:19](=[O:20])[CH:18]=[C:17]([C:21]([F:23])([F:22])[F:24])[N:16]([CH3:25])[C:15]3=[O:26])=[C:11]([F:13])[CH:12]=2)[NH:27][C:3]1=[O:4]. Procedure details: This compound was prepared in a manner analogous to that of Step D of Example 1, using 6.8 grams (0.013 mole) of 2-chloro-2-trifluoromethyl-3-[5-fluoro-2-nitro-4-(1-methyl-6-trifluoromethyl-2,4(1H,3H)-pyrimidinedion-3-yl)phenyl]propanoic acid, 7.0 grams (0.130 g-atom) of iron powder, and 20 mL of water in 100 mL of acetic acid, yielding 3.2 grams of 3-(3-chloro-6-fluoro-3,4-dihydro-3-trifluoromethylquinolin-2-on-7-yl)-1-methyl-6-trifluoromethyluracil. The NMR spectrum was consistent with the pro...